The task is: describe an organic reaction: reactants, conditions, products, and yield. This data is from the Open Reaction Database (ORD), a public repository of structured organic reaction records. Starting materials: CC1=C(C(=CC=C1)C)SCCO (2-(2,6-dimethyl phenylthio) 1-hydroxy ethane), P(Br)(Br)Br (phosphorous tribromide). Solvent: C(Cl)(Cl)Cl (chloroform). Product: CC1=C(C(=CC=C1)C)SCCBr (2-(2,6-dimethyl phenylthio) 1-bromoethane). As a reaction SMILES: [CH3:1][C:2]1[CH:7]=[CH:6][CH:5]=[C:4]([CH3:8])[C:3]=1[S:9][CH2:10][CH2:11]O.P(Br)(Br)[Br:14]>C(Cl)(Cl)Cl>[CH3:1][C:2]1[CH:7]=[CH:6][CH:5]=[C:4]([CH3:8])[C:3]=1[S:9][CH2:10][CH2:11][Br:14]. Procedure: 18.2 g of 2-(2,6-dimethyl phenylthio) 1-hydroxy ethane and 50 ml chloroform are added in a flask and when the mixture is perfectly clear, it is cooled to 0°. To the solution 14.3 g of phosphorous tribromide are added while keeping the temperature to about 0°. After completion of the addition, the inner temperature is let to revert at ambiant temperature then heated to reflux for one hour.